From a dataset of the Open Reaction Database (ORD), a public repository of structured organic reaction records. describe an organic reaction: reactants, conditions, products, and yield The reactants are ClC=1C=C(C(=O)NC2=CC(=C(C=C2)C)O)C=CC1F (3-chloro-4-fluoro-N-(3-hydroxy-4-methyl-phenyl)-benzamide), C([O-])([O-])=O.[K+].[K+] (potassium carbonate), BrCC1=NN(C2=NC=NC(=C21)Cl)C (3-bromomethyl-4-chloro-1-methyl-1H-pyrazolo[3,4-d]pyrimidine). The solvent is CN(C=O)C (dimethylformamide). Reaction conditions: time 8 hour. Product: ClC=1C=C(C(=O)NC2=CC(=C(C=C2)C)OCC2=NN(C3=NC=NC(=C32)Cl)C)C=CC1F (3-chloro-N-[3-(4-chloro-1-methyl-1H-pyrazolo[3,4-d]pyrimidin-3-ylmethoxy)-4-methyl-phenyl]-4-fluoro-benzamide). As a reaction SMILES: [Cl:1][C:2]1[CH:3]=[C:4]([CH:16]=[CH:17][C:18]=1[F:19])[C:5]([NH:7][C:8]1[CH:13]=[CH:12][C:11]([CH3:14])=[C:10]([OH:15])[CH:9]=1)=[O:6].C(=O)([O-])[O-].[K+].[K+].Br[CH2:27][C:28]1[C:36]2[C:31](=[N:32][CH:33]=[N:34][C:35]=2[Cl:37])[N:30]([CH3:38])[N:29]=1>CN(C)C=O>[Cl:1][C:2]1[CH:3]=[C:4]([CH:16]=[CH:17][C:18]=1[F:19])[C:5]([NH:7][C:8]1[CH:13]=[CH:12][C:11]([CH3:14])=[C:10]([O:15][CH2:27][C:28]2[C:36]3[C:31](=[N:32][CH:33]=[N:34][C:35]=3[Cl:37])[N:30]([CH3:38])[N:29]=2)[CH:9]=1)=[O:6] |f:1.2.3|. Procedure: A mixture of 3-chloro-4-fluoro-N-(3-hydroxy-4-methyl-phenyl)-benzamide (105.9 mg, 0.379 mmol) and potassium carbonate (59.6 mg, 0.431 mmol) in dimethylformamide was stirred at room temperature for 30 minutes before 3-bromomethyl-4-chloro-1-methyl-1H-pyrazolo[3,4-d]pyrimidine (90.7 mg, 0.347 mmol, Example 5) was added. The reaction was stirred at room temperature overnight and then concentrated under reduced pressure to remove dimethylformamide. The residue was dissolved in ethyl acetate, washed ... Reactants: CC1CC(NC(=O)OC(C)(C)C)CN(Cc2ccccc2)C1, CCO, [OH-], [OH-], [Pd+2]. Yields the product CC1CNCC(NC(=O)OC(C)(C)C)C1. Reaction SMILES: [C:1]([CH3:2])([CH3:3])([CH3:4])[O:5][C:6]([NH:7][CH:8]1[CH2:9][N:10]([CH2:15][c:16]2[cH:17][cH:18][cH:19][cH:20][cH:21]2)[CH2:11][CH:12]([CH3:14])[CH2:13]1)=[O:22].[CH3:26][CH2:27][OH:28].[OH-:23].[OH-:24].[Pd+2:25]>>[C:1]([CH3:2])([CH3:3])([CH3:4])[O:5][C:6]([NH:7][CH:8]1[CH2:9][NH:10][CH2:11][CH:12]([CH3:14])[CH2:13]1)=[O:22]. Run at temperature 0 celsius, time 6 hour. Procedure: 3.97 ml (68.2 mmol) Prop-2-yn-1-ol are slowly added to 3.40 g (15.6 mmol) of 2,4-Dichloro-5-trifluoromethyl-pyrimidine at 0° C. under a nitrogen atmosphere. 0.79 ml Trifluoro-acetic acid are added dropwise and the batch is stirred for 6 hours at 0° C. The batch is poured on ice and extracted with ethyl acetate (3×). The combined organic phases are washed with water, dried (Na2SO4), filtered and concentrated by evaporation. The remaining residue is purified by chromatography (hexane/ethyl acetate... Starting materials: C(C#C)O (Prop-2-yn-1-ol), ClC1=NC=C(C(=N1)Cl)C(F)(F)F (2,4-Dichloro-5-trifluoromethyl-pyrimidine), FC(C(=O)O)(F)F (Trifluoro-acetic acid). The product is ClC1=NC=C(C(=N1)OCC#C)C(F)(F)F (2-Chloro-4-prop-2-ynyloxy-5-trifluoromethyl-pyrimidine). Reaction SMILES: [CH2:1]([OH:4])[C:2]#[CH:3].[Cl:5][C:6]1[N:11]=[C:10](Cl)[C:9]([C:13]([F:16])([F:15])[F:14])=[CH:8][N:7]=1.FC(F)(F)C(O)=O>>[Cl:5][C:6]1[N:11]=[C:10]([O:4][CH2:1][C:2]#[CH:3])[C:9]([C:13]([F:16])([F:15])[F:14])=[CH:8][N:7]=1. Starting materials: O=C([O-])[O-], CN(C)C=O, CI, CCOC(C)=O, ClCCl, [K+], [K+], O=Cc1cc(O)ccc1[N+](=O)[O-]. Product: COc1ccc([N+](=O)[O-])c(C=O)c1. RXN SMILES: [C:18](=[O:19])([O-:20])[O-:21].[CH3:13][N:14]([CH3:15])[CH:16]=[O:17].[CH3:24][I:25].[CH3:29][CH2:30][O:31][C:32](=[O:33])[CH3:34].[Cl:26][CH2:27][Cl:28].[K+:22].[K+:23].[OH:1][c:2]1[cH:3][cH:4][c:5]([N+:10](=[O:11])[O-:12])[c:6]([CH:7]=[O:8])[cH:9]1>>[O:1]([c:2]1[cH:3][cH:4][c:5]([N+:10](=[O:11])[O-:12])[c:6]([CH:7]=[O:8])[cH:9]1)[CH3:13].